This data is from the Open Reaction Database (ORD), a public repository of structured organic reaction records. The task is: describe an organic reaction: reactants, conditions, products, and yield Starting materials: CC(C)(C)OC(=O)NCC1CCC(CO)CC1, [N-]=[N+]=[N-], [Na+], CN(C)C=O, Cc1ccc(S(=O)(=O)Cl)cc1, c1ccncc1. Product: CC(C)(C)OC(=O)NCC1CCC(CN=[N+]=[N-])CC1. RXN SMILES: [C:1]([CH3:2])([CH3:3])([CH3:4])[O:5][C:6]([NH:7][CH2:8][CH:9]1[CH2:10][CH2:11][CH:12]([CH2:15][OH:16])[CH2:13][CH2:14]1)=[O:17].[N-:29]=[N+:30]=[N-:31].[Na+:32].[O:39]=[CH:40][N:41]([CH3:42])[CH3:43].[c:18]1([CH3:19])[cH:20][cH:21][c:22]([S:23]([Cl:24])(=[O:25])=[O:26])[cH:27][cH:28]1.[cH:33]1[cH:34][cH:35][n:36][cH:37][cH:38]1>>[C:1]([CH3:2])([CH3:3])([CH3:4])[O:5][C:6]([NH:7][CH2:8][CH:9]1[CH2:10][CH2:11][CH:12]([CH2:15][N:29]=[N+:30]=[N-:31])[CH2:13][CH2:14]1)=[O:17].